Dataset: the Open Reaction Database (ORD), a public repository of structured organic reaction records. Task: describe an organic reaction: reactants, conditions, products, and yield Reactants: CO, COCCCCC(=O)OC, [K+], [OH-], O. The product is COCCCCC(=O)O. As a reaction SMILES: [CH3:14][OH:15].[CH3:1][O:2][CH2:3][CH2:4][CH2:5][CH2:6][C:7](=[O:8])[O:9][CH3:10].[K+:12].[OH-:11].[OH2:13]>>[CH3:1][O:2][CH2:3][CH2:4][CH2:5][CH2:6][C:7](=[O:8])[OH:9]. Reactants: COC(=O)C=Cc1ccc(CC(C)=O)cc1, NCC(O)c1ccccc1F. Yields the product COC(=O)C=Cc1ccc(CC(C)NCC(O)c2ccccc2F)cc1. As a reaction SMILES: [C:12](=[O:13])([O:14][CH3:15])[CH:16]=[CH:17][c:18]1[cH:19][cH:20][c:21]([CH2:24][C:25]([CH3:26])=[O:27])[cH:22][cH:23]1.[OH:1][CH:2]([CH2:3][NH2:4])[c:5]1[c:6]([F:11])[cH:7][cH:8][cH:9][cH:10]1>>[OH:1][CH:2]([CH2:3][NH:4][CH:25]([CH2:24][c:21]1[cH:20][cH:19][c:18]([CH:17]=[CH:16][C:12](=[O:13])[O:14][CH3:15])[cH:23][cH:22]1)[CH3:26])[c:5]1[c:6]([F:11])[cH:7][cH:8][cH:9][cH:10]1. Starting materials: C(C)C1=CC2=C(N(C(NC2=O)=O)CC2=CC=C(C=C2)C=2C(=CC=CC2)C#N)S1 (4′-[(6-ethyl-2,4-dioxo-3,4-dihydrothieno[2,3-d]pyrimidin-1(2H)-yl)methyl]biphenyl-2-carbonitrile), BrCC(C(C)(C)C)=O (1-bromo-3,3-dimethylbutan-2-one), CN(C=O)C (N,N-dimethylformamide), [H-].[Na+] (sodium hydride). Solvent: C(C)(=O)OCC (ethyl acetate). Run at time 24 hour. The product is CC(C(CN1C(N(C2=C(C1=O)C=C(S2)CC)CC2=CC=C(C=C2)C=2C(=CC=CC2)C#N)=O)=O)(C)C (4′-{[3-(3,3-dimethyl-2-oxobutyl)-6-ethyl-2,4-dioxo-3,4-dihydrothieno[2,3-d]pyrimidin-1(2H)-yl]methyl}biphenyl-2-carbonitrile). Yield: 61.0%. Reaction SMILES: [CH2:1]([C:3]1[S:28][C:6]2[N:7]([CH2:13][C:14]3[CH:19]=[CH:18][C:17]([C:20]4[C:21]([C:26]#[N:27])=[CH:22][CH:23]=[CH:24][CH:25]=4)=[CH:16][CH:15]=3)[C:8](=[O:12])[NH:9][C:10](=[O:11])[C:5]=2[CH:4]=1)[CH3:2].Br[CH2:30][C:31](=[O:36])[C:32]([CH3:35])([CH3:34])[CH3:33].CN(C)C=O.[H-].[Na+]>C(OCC)(=O)C>[CH3:33][C:32]([CH3:35])([CH3:34])[C:31](=[O:36])[CH2:30][N:9]1[C:10](=[O:11])[C:5]2[CH:4]=[C:3]([CH2:1][CH3:2])[S:28][C:6]=2[N:7]([CH2:13][C:14]2[CH:19]=[CH:18][C:17]([C:20]3[C:21]([C:26]#[N:27])=[CH:22][CH:23]=[CH:24][CH:25]=3)=[CH:16][CH:15]=2)[C:8]1=[O:12] |f:3.4|. Procedure: To a mixture of 4′-[(6-ethyl-2,4-dioxo-3,4-dihydrothieno[2,3-d]pyrimidin-1(2H)-yl)methyl]biphenyl-2-carbonitrile (1.0 g), 1-bromo-3,3-dimethylbutan-2-one (0.52 mL) and N,N-dimethylformamide (8 mL) was added 60% sodium hydride (0.16 g), and the mixture was stirred at room temperature for 24 hr. The reaction mixture was diluted with ethyl acetate, washed with water and saturated brine, and dried over anhydrous magnesium sulfate. The solvent was evaporated under reduced pressure. The obtained resid... Yield: 0.7%. The product is CN1N=CC(=C1C1=C(N=C2N1N=C(C=C2C(CC)CC)C)C)C (3-(2,4-dimethyl-2H-pyrazol-3-yl)-8-(1-ethyl-propyl)-2,6-dimethyl-imidazo[1,2-b]pyridazine). Solvent: C1CCOC1 (THF). The reagents and catalysts are [Cl-].[Zn+2].[Cl-] (zinc chloride). Run at temperature -72 celsius, time 5 minute. As a reaction SMILES: [Li]CCCC.[CH3:6][N:7]1[CH:11]=[C:10]([CH3:12])[CH:9]=[N:8]1.[CH2:13]([CH:15]([C:18]1[C:19]2[N:20]([C:25](I)=[C:26]([CH3:28])[N:27]=2)[N:21]=[C:22]([CH3:24])[CH:23]=1)[CH2:16][CH3:17])[CH3:14].O>C1COCC1.[Cl-].[Zn+2].[Cl-]>[CH3:6][N:7]1[C:11]([C:25]2[N:20]3[N:21]=[C:22]([CH3:24])[CH:23]=[C:18]([CH:15]([CH2:13][CH3:14])[CH2:16][CH3:17])[C:19]3=[N:27][C:26]=2[CH3:28])=[C:10]([CH3:12])[CH:9]=[N:8]1 |f:5.6.7|. Procedure details: n-BuLi (1.3 ml, 2.09 mmol) is stirred in THF (4 ml), under N2, and cooled to −72° C. 1,4-dimethyl-1H-pyrazole (170 mg, 2.04 mmol, in THF, 1 ml) is added slowly, stirred for 5 min. then allowed to warm to ambient temp. and stirred for 45 min. The mixture is cooled to −72° C. and a zinc chloride solution (4.3 ml, 2.14 mmol, 0.5 M in toluene) added, warmed to ambient temp. and treated with 8-(1-ethyl-propyl)-3-iodo-2,6-dimethyl-imidazo[1,2-b]pyridazine and PdCl2(dppf)-CH2Cl2 complex (Aldrich, 40 mg... Reactants: CN1N=CC(=C1)C (1,4-dimethyl-1H-pyrazole), O (water), [Li]CCCC (n-BuLi), C(C)C(CC)C=1C=2N(N=C(C1)C)C(=C(N2)C)I (8-(1-ethyl-propyl)-3-iodo-2,6-dimethyl-imidazo[1,2-b]pyridazine). The reactants are C(C1=CC=CC=C1)N1CCC(CC1)NC1=C2C(=NC=C1C(=O)N)N(C=C2)COCC[Si](C)(C)C (4-[(1-Benzylpiperidin-4-yl)amino]-1-{[2-(trimethylsilyl)ethoxy]methyl}-1H-pyrrolo[2,3-b]pyridine-5-carboxamide), C(=O)(N1C=NC=C1)N1C=NC=C1 (1,1′-carbonyldiimidazole), [Cl-].[Na+] (sodium chloride). Run in CN(C(C)=O)C (N,N-dimethylacetamide). Yields the product C(C1=CC=CC=C1)N1CCC(CC1)N1C(NC(C2=C1C1=C(N=C2)N(C=C1)COCC[Si](C)(C)C)=O)=O (1-(1-Benzylpiperidin-4-yl)-7-{[2-(trimethylsilyl)ethoxy]methyl}-1H-pyrrolo[3′,2′:5,6]pyrido[4,3-d]pyrimidine-2,4(3H,7H)-dione). Yield: 70.5%. Reaction SMILES: [CH2:1]([N:8]1[CH2:13][CH2:12][CH:11]([NH:14][C:15]2[C:20]([C:21]([NH2:23])=[O:22])=[CH:19][N:18]=[C:17]3[N:24]([CH2:27][O:28][CH2:29][CH2:30][Si:31]([CH3:34])([CH3:33])[CH3:32])[CH:25]=[CH:26][C:16]=23)[CH2:10][CH2:9]1)[C:2]1[CH:7]=[CH:6][CH:5]=[CH:4][CH:3]=1.[C:35](N1C=CN=C1)(N1C=CN=C1)=[O:36].[Cl-].[Na+]>CN(C)C(=O)C>[CH2:1]([N:8]1[CH2:13][CH2:12][CH:11]([N:14]2[C:15]3[C:16]4[CH:26]=[CH:25][N:24]([CH2:27][O:28][CH2:29][CH2:30][Si:31]([CH3:34])([CH3:33])[CH3:32])[C:17]=4[N:18]=[CH:19][C:20]=3[C:21](=[O:22])[NH:23][C:35]2=[O:36])[CH2:10][CH2:9]1)[C:2]1[CH:7]=[CH:6][CH:5]=[CH:4][CH:3]=1 |f:2.3|. Procedure: 4-[(1-Benzylpiperidin-4-yl)amino]-1-{[2-(trimethylsilyl)ethoxy]methyl}-1H-pyrrolo[2,3-b]pyridine-5-carboxamide (484 mg, 1.01 mmol) in N,N-dimethylacetamide (5 mL) was stirred with 1,1′-carbonyldiimidazole (486 mg, 3.00 mmol) at 120° C. for 3 hours. The reaction mixture was allowed to cool to room temperature and, after addition of saturated aqueous sodium chloride, extracted with ethyl acetate, and the organic layer was dried over anhydrous sodium sulfate and concentrated under reduced pressure.... Reactants: N1(C=NC=C1)C1=CC=C(S1)C=1C(CC(NN1)=O)C (6-[5-(1-imidazolyl)-thien-2-yl]-5-methyl-3-oxo-2,3,4,5-tetrahydro-pyridazine), C(\C=C\C(=O)O)(=O)O (fumaric acid). Solvent: C(C)O (ethanol). The product is C(\C=C\C(=O)O)(=O)O.N1(C=NC=C1)C1=CC=C(S1)C=1C(CC(NN1)=O)C (6-[5-(1-Imidazolyl)-thien-2-yl]-5-methyl-3-oxo-2,3,4,5-tetrahydro-pyridazine fumarate). RXN SMILES: [N:1]1([C:6]2[S:10][C:9]([C:11]3[CH:12]([CH3:18])[CH2:13][C:14](=[O:17])[NH:15][N:16]=3)=[CH:8][CH:7]=2)[CH:5]=[CH:4][N:3]=[CH:2]1.[C:19]([OH:26])(=[O:25])/[CH:20]=[CH:21]/[C:22]([OH:24])=[O:23]>C(O)C>[C:19]([OH:26])(=[O:25])/[CH:20]=[CH:21]/[C:22]([OH:24])=[O:23].[N:1]1([C:6]2[S:10][C:9]([C:11]3[CH:12]([CH3:18])[CH2:13][C:14](=[O:17])[NH:15][N:16]=3)=[CH:8][CH:7]=2)[CH:5]=[CH:4][N:3]=[CH:2]1 |f:3.4|. Procedure: A mixture of 200 mg of 6-[5-(1-imidazolyl)-thien-2-yl]-5-methyl-3-oxo-2,3,4,5-tetrahydro-pyridazine and 89 mg of fumaric acid was heated in 50 ml ethanol until solution was effected. Then the solution was evaporated and the residue dried. Starting materials: O1CCOC2=C1C=CC(=C2)B(O)O (2,3-Dihydro-1,4-benzodioxin-6-yl boronic acid), BrC1=CC=C(C=C1)C(=O)N1[C@@H](CCC1)CN1CCCC1 ((4-bromo-phenyl)-(2-(S)-pyrrolidin-1-ylmethyl-pyrrolidin-1-yl)-methanone). Yields the product O1CCOC2=C1C=CC(=C2)C2=CC=C(C=C2)C(=O)N2[C@@H](CCC2)CN2CCCC2 ([4-(2,3-Dihydro-benzo[1,4]dioxin-6-yl)-phenyl]-(2-(S)-pyrrolidin-1-ylmethyl-pyrrolidin-1-yl)-methanone). RXN SMILES: [O:1]1[C:6]2[CH:7]=[CH:8][C:9](B(O)O)=[CH:10][C:5]=2[O:4][CH2:3][CH2:2]1.Br[C:15]1[CH:20]=[CH:19][C:18]([C:21]([N:23]2[CH2:27][CH2:26][CH2:25][C@H:24]2[CH2:28][N:29]2[CH2:33][CH2:32][CH2:31][CH2:30]2)=[O:22])=[CH:17][CH:16]=1>>[O:1]1[C:6]2[CH:7]=[CH:8][C:9]([C:15]3[CH:20]=[CH:19][C:18]([C:21]([N:23]4[CH2:27][CH2:26][CH2:25][C@H:24]4[CH2:28][N:29]4[CH2:30][CH2:31][CH2:32][CH2:33]4)=[O:22])=[CH:17][CH:16]=3)=[CH:10][C:5]=2[O:4][CH2:3][CH2:2]1. Procedure details: The title compound is prepared in a manner substantially analogous to Procedure SS starting from 2,3-Dihydro-1,4-benzodioxin-6-yl boronic acid and (4-bromo-phenyl)-(2-(S)-pyrrolidin-1-ylmethyl-pyrrolidin-1-yl)-methanone. MS (ES+) 393.2 Reactants: CC(=O)Oc1ccc(OCc2c(-c3c(Cl)cccc3Cl)noc2C(C)C)cc1C, C[O-], CO, Cl, [Na+]. Product: Cc1cc(OCc2c(-c3c(Cl)cccc3Cl)noc2C(C)C)ccc1O. As a reaction SMILES: [C:1](=[O:2])([CH3:3])[O:4][c:5]1[c:6]([CH3:29])[cH:7][c:8]([O:11][CH2:12][c:13]2[c:14](-[c:21]3[c:22]([Cl:28])[cH:23][cH:24][cH:25][c:26]3[Cl:27])[n:15][o:16][c:17]2[CH:18]([CH3:19])[CH3:20])[cH:9][cH:10]1.[CH3:30][O-:31].[CH3:34][OH:35].[ClH:33].[Na+:32]>>[OH:4][c:5]1[c:6]([CH3:29])[cH:7][c:8]([O:11][CH2:12][c:13]2[c:14](-[c:21]3[c:22]([Cl:28])[cH:23][cH:24][cH:25][c:26]3[Cl:27])[n:15][o:16][c:17]2[CH:18]([CH3:19])[CH3:20])[cH:9][cH:10]1. The reactants are [H-].[Na+] (sodium hydride), 2-N, Cl (hydrochloric acid), ClC1=C(C=CC=C1)C(C)=O (1-(2-chlorophenyl)ethanone), C(C(=O)OC)(=O)OC (dimethyl oxalate). Solvent: oil, CN(C=O)C (dimethylformamide). Run at temperature 5 celsius, time 30 minute. The product is ClC1=C(C=CC=C1)C(CC(C(=O)OC)=O)=O (Methyl 4-(2-chlorophenyl)-2,4-dioxobutyrate). The yield is 69.1%. As a reaction SMILES: [Cl:1][C:2]1[CH:7]=[CH:6][CH:5]=[CH:4][C:3]=1[C:8](=[O:10])[CH3:9].[C:11](OC)(=[O:16])[C:12]([O:14][CH3:15])=[O:13].[H-].[Na+].Cl>CN(C)C=O>[Cl:1][C:2]1[CH:7]=[CH:6][CH:5]=[CH:4][C:3]=1[C:8](=[O:10])[CH2:9][C:11](=[O:16])[C:12]([O:14][CH3:15])=[O:13] |f:2.3|. Reported procedure: In dimethylformamide (22 ml), 1-(2-chlorophenyl)ethanone (3.56 g) and dimethyl oxalate (3.26 g) were dissolved, and 60% sodium hydride suspension in oil (1.1 g) was added thereto while stirring at 5° C. The mixture was heated at a room temperature for one hour and then at 50° C. for 30 minutes. After being allowed to cool, the mixture was acidified with 2-N hydrochloric acid, and the precipitated crystal was separated by filtration, washed with water, and dried to give the title compound (3.83 g... Reactants: Cl.NCCC(=O)OCC (ethyl β-alaninate hydrochloride), ClC=1C=C(C=CC1OC(C)C)C1=NC(=NO1)C=1C=CC=C2C(=CN(C12)C)C=O (7-(5-{3-chloro-4-[(1-methylethyl)oxy]phenyl}-1,2,4-oxadiazol-3-yl)-1-methyl-1H-indole-3-carbaldehyde), [OH-].[Na+] (NaOH). Solvent: C(C)O (ethanol). Run at time 0.5 hour. Product: ClC=1C=C(C=CC1OC(C)C)C1=NC(=NO1)C=1C=CC=C2C(=CN(C12)C)CNCCC(=O)OCC (Ethyl N-{[7-(5-{3-chloro-4-[(1-methylethyl)oxy]phenyl}-1,2,4-oxadiazol-3-yl)-1-methyl-1H-indol-3-yl]methyl}-β-alaninate). Isolated yield 57.9%. RXN SMILES: Cl.[NH2:2][CH2:3][CH2:4][C:5]([O:7][CH2:8][CH3:9])=[O:6].[Cl:10][C:11]1[CH:12]=[C:13]([C:21]2[O:25][N:24]=[C:23]([C:26]3[CH:27]=[CH:28][CH:29]=[C:30]4[C:34]=3[N:33]([CH3:35])[CH:32]=[C:31]4[CH:36]=O)[N:22]=2)[CH:14]=[CH:15][C:16]=1[O:17][CH:18]([CH3:20])[CH3:19].[OH-].[Na+]>C(O)C>[Cl:10][C:11]1[CH:12]=[C:13]([C:21]2[O:25][N:24]=[C:23]([C:26]3[CH:27]=[CH:28][CH:29]=[C:30]4[C:34]=3[N:33]([CH3:35])[CH:32]=[C:31]4[CH2:36][NH:2][CH2:3][CH2:4][C:5]([O:7][CH2:8][CH3:9])=[O:6])[N:22]=2)[CH:14]=[CH:15][C:16]=1[O:17][CH:18]([CH3:19])[CH3:20] |f:0.1,3.4|. Procedure details: ethyl β-alaninate hydrochloride (768 mg) and 7-(5-{3-chloro-4-[(1-methylethyl)oxy]phenyl}-1,2,4-oxadiazol-3-yl)-1-methyl-1H-indole-3-carbaldehyde (D61) (396 mg) was added to a solution of NaOH (200 mg) in ethanol (10 mL). After stirring for 0.5 hour, ethanol was evaporated off and then dichloromethane (40 mL) containing AcOH (0.5 mL) was added to the residue. NaBH(OAc)3 (1.06 g) was added to the above mixture. The reaction mixture was stirred at room temperature overnight and then terminated by ...